describe an organic reaction: reactants, conditions, products, and yield From a dataset of the Open Reaction Database (ORD), a public repository of structured organic reaction records. The reactants are Cl.C(CC)N1C(C2(CCC1)NCC1=CC=CC=C12)=O (1′-Propylspiro[isoindoline-3,3′-piperidin]-one hydrochloride), Cl.C(CC)N1CC2(CCC1)NC(C1=CC=CC=C12)=O (1′-Propylspiro[isoindoline-3,3′-piperidin]-1-one Hydrochloride). Product: C(CC)N1CC2(C=CC1)NC(C1=CC=CC=C12)=O (1′-propylspiro-[isoindoline-3,3′-1,2,3,6-tetrahydropyridin]-1-one). Isolated yield 14.6%. RXN SMILES: Cl.C(N1CCCC2(C3C(=CC=CC=3)CN2)C1=O)CC.Cl.[CH2:21]([N:24]1[CH2:29][CH2:28][CH2:27][C:26]2([C:37]3[C:32](=[CH:33][CH:34]=[CH:35][CH:36]=3)[C:31](=[O:38])[NH:30]2)[CH2:25]1)[CH2:22][CH3:23]>>[CH2:21]([N:24]1[CH2:29][CH:28]=[CH:27][C:26]2([C:37]3[C:32](=[CH:33][CH:34]=[CH:35][CH:36]=3)[C:31](=[O:38])[NH:30]2)[CH2:25]1)[CH2:22][CH3:23] |f:0.1,2.3|. Procedure details: 1′-Propylspiro[isoindoline-3,3′-piperidin]-one hydrochloride. The compound from STEP B (6.60 g) was cyclised according to the general Heck procedure described in EXAMPLE 1 to give an oil which was chromatographed on silica gel with ethyl acetate/n-heptane as the eluent to give 830 mg 1′-propylspiro-[isoindoline-3,3′-1,2,3,6-tetrahydropyridin]-1-one as an oil. This compound was hydrogenated as described in EXAMPLE 1 yielding the free base of the title compound as white crystals. The title compoun... Reactants: C(C)OC(C(CC1=C(C=C(C=C1)Cl)C)N=C(C1=CC=CC=C1)C1=CC=CC=C1)=O (2-(Benzhydrylidene-amino)-3-(4-chloro-2-methyl-phenyl)-propionic acid ethyl ester). The solvent is Cl (HCl). Yields the product NC(C(=O)O)CC1=C(C=C(C=C1)Cl)C (2-Amino-3-(4-chloro-2-methyl-phenyl)-propionic acid). The yield is 71.3%. Reaction SMILES: C([O:3][C:4](=[O:29])[CH:5]([N:15]=C(C1C=CC=CC=1)C1C=CC=CC=1)[CH2:6][C:7]1[CH:12]=[CH:11][C:10]([Cl:13])=[CH:9][C:8]=1[CH3:14])C>Cl>[NH2:15][CH:5]([CH2:6][C:7]1[CH:12]=[CH:11][C:10]([Cl:13])=[CH:9][C:8]=1[CH3:14])[C:4]([OH:29])=[O:3]. Procedure: A mixture containing 2-(Benzhydrylidene-amino)-3-(4-chloro-2-methyl-phenyl)-propionic acid ethyl ester (1.7 g, 4.2 mmol) and 90 mL of 3N HCl was heated at 75 C overnight. The reaction was cooled to room temperature and washed with ethyl acetate. The aqueous phase was concentrated under reduced pressure to afford 2-Amino-3-(4-chloro-2-methyl-phenyl)-propionic acid (640 mg, 72%) as white solid. LCMS (APCI+) m/z 214 [M+H]+; Rt: 1.83 min. 1H NMR (D2O, 400 MHz) δ 7.18 (1H, s), 7.11 (1H, d, J 8.7 Hz),... The reactants are C(C)(=O)OC\C=C(/CCC1=C(C(=C(C(=C1C)O)C)C)O)\C ((Z)-5-(2,5-dihydroxy-3,4,6-trimethylphenyl)-3-methyl-2-pentenyl acetate), (S)-2,2'-bis-(diphenylphosphino)-1,1'-binaphthalene, π-allylpalladium chloride dimer. Run in CS(=O)C (DMSO), O (water). Yields the product C[C@@]1(OC2=C(CC1)C(=C(C(=C2C)C)O)C)C=C ((S)-3,4-dihydro-2,5,7,8-tetramethyl-2-vinyl-2H-[1]-benzopyran-6-ol). The yield is 86.1%. Reaction SMILES: C(O[CH2:5]/[CH:6]=[C:7](/[CH3:21])\[CH2:8][CH2:9][C:10]1[C:15]([CH3:16])=[C:14]([OH:17])[C:13]([CH3:18])=[C:12]([CH3:19])[C:11]=1[OH:20])(=O)C>CS(C)=O.O>[CH3:21][C@@:7]1([CH:6]=[CH2:5])[CH2:8][CH2:9][C:10]2[C:15]([CH3:16])=[C:14]([OH:17])[C:13]([CH3:18])=[C:12]([CH3:19])[C:11]=2[O:20]1. Procedure: A solution of 125 mg (0.43 mmol) of (Z)-5-(2,5-dihydroxy-3,4,6-trimethylphenyl)-3-methyl-2-pentenyl acetate, 8 mg (3%) of (S)-2,2'-bis-(diphenylphosphino)-1,1'-binaphthalene and 2.3 mg (1.5%) of π-allylpalladium chloride dimer in DMSO (3 ml) was left at 60° C. for 17 hours. After cooling the mixture was diluted with water and extracted with ether. The extracts were washed with water, dried, concentrated and the residue was purified as in Experiment 1, yielding 86 mg of (S)-3,4-dihydro-2,5,7,8-te... The reactants are COC(=O)C=1SC(=C(C1CBr)C1=CC=C(C=C1)S(=O)(=O)C)C1=CC=C(C=C1)F (3-Bromomethyl-5-(4-fluorophenyl)-4-(4-(methylsulfonyl) -phenyl)thiophene-2-carboxylic acid methyl ester), [Li+].[OH-] (LiOH), [Na+].[Cl-] (NaCl), Cl (HCl). Run in C1CCOC1.O (THF H2O), C1CCOC1 (THF). Conditions: time 2 hour. Product: OCC1=C(SC(=C1C1=CC=C(C=C1)S(=O)(=O)C)C1=CC=C(C=C1)F)C(=O)O (3-Hydroxymethyl-5-(4-fluorophenyl)-4-(4-(methylsulfonyl)phenyl)thiophene-2-Carboxylic acid). As a reaction SMILES: C[O:2][C:3]([C:5]1[S:6][C:7]([C:22]2[CH:27]=[CH:26][C:25]([F:28])=[CH:24][CH:23]=2)=[C:8]([C:12]2[CH:17]=[CH:16][C:15]([S:18]([CH3:21])(=[O:20])=[O:19])=[CH:14][CH:13]=2)[C:9]=1[CH2:10]Br)=[O:4].[Li+].[OH-:30].[Na+].[Cl-].Cl>C1COCC1.O.C1COCC1>[OH:30][CH2:10][C:9]1[C:8]([C:12]2[CH:17]=[CH:16][C:15]([S:18]([CH3:21])(=[O:19])=[O:20])=[CH:14][CH:13]=2)=[C:7]([C:22]2[CH:23]=[CH:24][C:25]([F:28])=[CH:26][CH:27]=2)[S:6][C:5]=1[C:3]([OH:2])=[O:4] |f:1.2,3.4,6.7|. Reported procedure: A mixture of 400 mg of the product of Step 6, 10 g of n-Bu4NOAcin 10 mL of THF were stirred at room temperature for 2 h. The reaction mixture was diluted with 50 mL of 3:2 THF/H2O and treated with 10 mL of 1N LiOH for 8 h. The reaction mixture was poured into a mixture of 20 mL of sat. NaCl and 10 mL of 2N HCl, and then extracted with 100 mL of EtOAc. The extract was dried over MgSO4 and concentrated in vacuo. The crude product was purified by flash chromatography and eluted with 19:1 EtOAc/AcOH... Reactants: COc1cc(F)c2c(c1)C1(COCC(N)=N1)c1cc(Br)ccc1O2, O=C([O-])[O-], CCO, OB(O)c1cccnc1F, [K+], [K+], C1COCCO1. Product: COc1cc(F)c2c(c1)C1(COCC(N)=N1)c1cc(-c3cccnc3F)ccc1O2. RXN SMILES: [Br:1][c:2]1[cH:3][cH:4][c:5]2[c:20]([cH:21]1)[C:13]1([c:12]3[c:7]([c:8]([F:24])[cH:9][c:10]([O:22][CH3:23])[cH:11]3)[O:6]2)[CH2:14][O:15][CH2:16][C:17]([NH2:19])=[N:18]1.[C:41](=[O:42])([O-:43])[O-:44].[CH3:47][CH2:48][OH:49].[F:25][c:26]1[n:27][cH:28][cH:29][cH:30][c:31]1[B:32]([OH:33])[OH:34].[K+:45].[K+:46].[O:35]1[CH2:36][CH2:37][O:38][CH2:39][CH2:40]1>>[c:2]1(-[c:31]2[c:26]([F:25])[n:27][cH:28][cH:29][cH:30]2)[cH:3][cH:4][c:5]2[c:20]([cH:21]1)[C:13]1([c:12]3[c:7]([c:8]([F:24])[cH:9][c:10]([O:22][CH3:23])[cH:11]3)[O:6]2)[CH2:14][O:15][CH2:16][C:17]([NH2:19])=[N:18]1. The reactants are C(CCC)C1=CC=C(C=C1)C#CC1=CC=C(CNC=2C=CC(=C(C(=O)OC)C2)F)C=C1 (methyl 5-({4-[(4-butylphenyl)ethynyl]benzyl}amino)-2-fluorobenzoate), C1(CC1)C=O (cyclopropanecarboxaldehyde). Yields the product C(CCC)C1=CC=C(C=C1)C#CC1=CC=C(CN(C=2C=CC(=C(C(=O)OC)C2)F)CC2CC2)C=C1 (methyl 5-[(4-[(4-butylphenyl)ethynyl]benzyl) (cyclopropylmethyl)amino]-2-fluorobenzoate). Yield: 54.6%. RXN SMILES: [CH2:1]([C:5]1[CH:10]=[CH:9][C:8]([C:11]#[C:12][C:13]2[CH:31]=[CH:30][C:16]([CH2:17][NH:18][C:19]3[CH:20]=[CH:21][C:22]([F:29])=[C:23]([CH:28]=3)[C:24]([O:26][CH3:27])=[O:25])=[CH:15][CH:14]=2)=[CH:7][CH:6]=1)[CH2:2][CH2:3][CH3:4].[CH:32]1([CH:35]=O)[CH2:34][CH2:33]1>>[CH2:1]([C:5]1[CH:6]=[CH:7][C:8]([C:11]#[C:12][C:13]2[CH:14]=[CH:15][C:16]([CH2:17][N:18]([CH2:35][CH:32]3[CH2:34][CH2:33]3)[C:19]3[CH:20]=[CH:21][C:22]([F:29])=[C:23]([CH:28]=3)[C:24]([O:26][CH3:27])=[O:25])=[CH:30][CH:31]=2)=[CH:9][CH:10]=1)[CH2:2][CH2:3][CH3:4]. Procedure details: The title compound was prepared following procedure described in example 23, step b) from methyl 5-({4-[(4-butylphenyl)ethynyl]benzyl}amino)-2-fluorobenzoate (326 mg; 0.78 mmol) and cyclopropanecarboxaldehyde (Aldrich, 87.94 μl; 1.18 mmol). Purification of the crude by preparative HPLC using a X-Terra column gave 200 mg (54%) of the title compound as a beige oil. HPLC, Rt: 5.91 min (purity: 99.7%), LC/MS, M+(ESI): 470.4, 1H NMR (CDCl3) δ: 7.66 (m, 1H), 7.39 (d, J=7.9 Hz, 4H), 7.00-7.17 (m, 6H), ... Starting materials: O=C1CCC(=O)N1Br, CC(=O)OCc1nc2cc(Cl)c(C)cc2c(=O)[nH]1, O=C(OOC(=O)c1ccccc1)c1ccccc1, ClC(Cl)(Cl)Cl. The product is CC(=O)OCc1nc2cc(Cl)c(CBr)cc2c(=O)[nH]1. Reaction SMILES: [Br:19][N:20]1[C:21](=[O:22])[CH2:23][CH2:24][C:25]1=[O:26].[C:1]([CH3:2])(=[O:3])[O:4][CH2:5][c:6]1[n:7][c:8]2[cH:9][c:10]([Cl:18])[c:11]([CH3:17])[cH:12][c:13]2[c:14](=[O:16])[nH:15]1.[C:27]([O:28][O:29][C:30](=[O:31])[c:32]1[cH:33][cH:34][cH:35][cH:36][cH:37]1)(=[O:38])[c:39]1[cH:40][cH:41][cH:42][cH:43][cH:44]1.[C:45]([Cl:46])([Cl:47])([Cl:48])[Cl:49]>>[C:1]([CH3:2])(=[O:3])[O:4][CH2:5][c:6]1[n:7][c:8]2[cH:9][c:10]([Cl:18])[c:11]([CH2:17][Br:19])[cH:12][c:13]2[c:14](=[O:16])[nH:15]1.